Dataset: the Open Reaction Database (ORD), a public repository of structured organic reaction records. Task: describe an organic reaction: reactants, conditions, products, and yield Product: O=C(CCOCC=1C(OC2=CC=CC=C2C1)=O)C (3-(3-oxo-butoxymethyl)-chromen-2-one). Reported procedure: 3-(Chloromethyl)-2H-chromen-2-one (19.461 g, 100 mmol) is dissolved into 100 mL of anhydrous THF in a three neck flask equipped with a condenser, stir bar, and argon inlet. To the mixture is added 27.6 g (200 mmol) of anhydrous potassium carbonate and 2.0 g of 18-crown-6. 4-Hydroxy-2-butanone (16.2 g, 200 mmol) is added and the system is refluxed for 16 hours, cooled to room temperature, filtered, and the organic solvents are removed by rotary evaporation. The solid organic residue is purified b... Starting materials: OCCC(C)=O (4-Hydroxy-2-butanone), C([O-])([O-])=O.[K+].[K+] (potassium carbonate), C1COCCOCCOCCOCCOCCO1 (18-crown-6), ClCC=1C(OC2=CC=CC=C2C1)=O (3-(Chloromethyl)-2H-chromen-2-one). As a reaction SMILES: Cl[CH2:2][C:3]1[C:4](=[O:13])[O:5][C:6]2[C:11]([CH:12]=1)=[CH:10][CH:9]=[CH:8][CH:7]=2.C(=O)([O-])[O-].[K+].[K+].C1OCCOCCOCCOCCOCCOC1.[OH:38][CH2:39][CH2:40][C:41](=[O:43])[CH3:42]>C1COCC1>[O:43]=[C:41]([CH3:42])[CH2:40][CH2:39][O:38][CH2:2][C:3]1[C:4](=[O:13])[O:5][C:6]2[C:11]([CH:12]=1)=[CH:10][CH:9]=[CH:8][CH:7]=2 |f:1.2.3|. Solvent: C1CCOC1 (THF). The reactants are NC=1C(NC=C(C1)[N+](=O)[O-])=O (3-amino-5-nitro-2-pyridone), N1=CC=CC=C1 (pyridine), C(C1=CC=CC=C1)(=O)Cl (benzoyl chloride). Run in O (water). The product is C(C1=CC=CC=C1)(=O)NC=1C(NC=C(C1)[N+](=O)[O-])=O (3-benzoylamino-5-nitro-2-pyridone). Reaction SMILES: [NH2:1][C:2]1[C:3](=[O:11])[NH:4][CH:5]=[C:6]([N+:8]([O-:10])=[O:9])[CH:7]=1.N1C=CC=CC=1.[C:18](Cl)(=[O:25])[C:19]1[CH:24]=[CH:23][CH:22]=[CH:21][CH:20]=1>O>[C:18]([NH:1][C:2]1[C:3](=[O:11])[NH:4][CH:5]=[C:6]([N+:8]([O-:10])=[O:9])[CH:7]=1)(=[O:25])[C:19]1[CH:24]=[CH:23][CH:22]=[CH:21][CH:20]=1. Procedure details: A solution of 100 mg. of 3-amino-5-nitro-2-pyridone in 1.5 ml. of pyridine was cooled and treated with 200 mg. of benzoyl chloride. After 2 hours water was added. The oil that separated was washed with water and triturated with ether. The resultant solid was recrystallized from ethyl acetate to give 3-benzoylamino-5-nitro-2-pyridone, m.p. 267°-268° C. The reactants are Amidine, ClP(C1=CC=CC=C1)C1=CC=CC=C1 (chlorodiphenylphosphine), CC1=CC=C(C(=N)NC2=CC=CC=C2)C=C1 (4-methyl-N1-phenylbenzamidine), C(CCC)[Li] (butyllithium). Yields the product CC1=CC=C(C(=NP(C2=CC=CC=C2)C2=CC=CC=C2)NC2=CC=CC=C2)C=C1 (4-methyl-N1-phenyl-N2-(diphenylphosphino) benzamidine). RXN SMILES: [CH3:1][C:2]1[CH:16]=[CH:15][C:5]([C:6]([NH:8][C:9]2[CH:14]=[CH:13][CH:12]=[CH:11][CH:10]=2)=[NH:7])=[CH:4][CH:3]=1.C([Li])CCC.Cl[P:23]([C:30]1[CH:35]=[CH:34][CH:33]=[CH:32][CH:31]=1)[C:24]1[CH:29]=[CH:28][CH:27]=[CH:26][CH:25]=1>>[CH3:1][C:2]1[CH:3]=[CH:4][C:5]([C:6]([NH:8][C:9]2[CH:14]=[CH:13][CH:12]=[CH:11][CH:10]=2)=[N:7][P:23]([C:30]2[CH:31]=[CH:32][CH:33]=[CH:34][CH:35]=2)[C:24]2[CH:29]=[CH:28][CH:27]=[CH:26][CH:25]=2)=[CH:15][CH:16]=1. Procedure: Procedure as described for NP Amidine I using the following amounts: 1.05 g of 4-methyl-N1-phenylbenzamidine (Amidine IX, 5.0 mmol), 2.50 mL of 2.0 M butyllithium (5.0 mmol), 0.93 mL chlorodiphenylphosphine (5.0 mmol). After filtration to remove lithium chloride and removal of solvent, the residue was treated with 20 mL of pentane. The yellow solid was collected and dried (1.85 g, 94%).